From a dataset of the Open Reaction Database (ORD), a public repository of structured organic reaction records. describe an organic reaction: reactants, conditions, products, and yield Starting materials: Cl.Cl.N1(CCNCC1)CCCC(=O)OCC (ethyl 4-(1-piperazinyl)butyrate dihydrochloride), C(\C=C\CCCCCCC)(=O)O ((E)-2-decenoic acid). The product is C(\C=C\CCCCCCC)(=O)N1CCN(CC1)CCCC(=O)OCC (ethyl 4-[4-((E)-2-decenoyl)piperazin-1-yl)butanoate), ethyl ester, Cl.C(\C=C\CCCCCCC)(=O)N1CCN(CC1)CCCC(=O)O (4-[4-[(E)-2-Decenoyl]piperazin-1-yl]butanoic acid hydrochloride). RXN SMILES: [C:1]([OH:12])(=[O:11])/[CH:2]=[CH:3]/[CH2:4][CH2:5][CH2:6][CH2:7][CH2:8][CH2:9][CH3:10].[ClH:13].Cl.[N:15]1([CH2:21][CH2:22][CH2:23][C:24]([O:26][CH2:27][CH3:28])=[O:25])[CH2:20][CH2:19][NH:18][CH2:17][CH2:16]1>>[C:1]([N:18]1[CH2:17][CH2:16][N:15]([CH2:21][CH2:22][CH2:23][C:24]([O:26][CH2:27][CH3:28])=[O:25])[CH2:20][CH2:19]1)(=[O:12])/[CH:2]=[CH:3]/[CH2:4][CH2:5][CH2:6][CH2:7][CH2:8][CH2:9][CH3:10].[ClH:13].[C:1]([N:18]1[CH2:17][CH2:16][N:15]([CH2:21][CH2:22][CH2:23][C:24]([OH:26])=[O:25])[CH2:20][CH2:19]1)(=[O:11])/[CH:2]=[CH:3]/[CH2:4][CH2:5][CH2:6][CH2:7][CH2:8][CH2:9][CH3:10] |f:1.2.3,5.6|. Reported procedure: The same procedures as in Example 2 were carried out using (E)-2-decenoic acid and ethyl 4-(1-piperazinyl)butyrate dihydrochloride as starting raw materials, to produce ethyl 4-[4-((E)-2-decenoyl)piperazin-1-yl)butanoate (ethyl ester of a free form of Compound 40).